This data is from the Open Reaction Database (ORD), a public repository of structured organic reaction records. The task is: describe an organic reaction: reactants, conditions, products, and yield The reactants are C(C)(C)(C)OC(NC1=C(C=C(C(=C1)C)C(F)(F)F)NC(CC(=O)C1=CC(=CC=C1)C=1C=NC(=CC1)C(C)C)=O)=O ((2-{3-[3-(6-isopropyl-pyridin-3-yl)-phenyl]-3-oxo-propionylamino}-5-methyl-4-trifluoromethyl-phenyl)-carbamic acid tert-butyl ester), C(=O)(C(F)(F)F)O (TFA). Solvent: C(Cl)Cl (CH2Cl2). The product is C(C)(C)C1=CC=C(C=N1)C=1C=C(C=CC1)C1=NC2=C(NC(C1)=O)C=C(C(=C2)C)C(F)(F)F (4-[3-(6-Isopropyl-pyridin-3-yl)-phenyl]-7-methyl-8-trifluoromethyl-1,3-dihydro-benzo[b][1,4]diazepin-2-one), solid. Isolated yield 69.0%. RXN SMILES: C(OC(=O)[NH:7][C:8]1[CH:13]=[C:12]([CH3:14])[C:11]([C:15]([F:18])([F:17])[F:16])=[CH:10][C:9]=1[NH:19][C:20](=[O:39])[CH2:21][C:22]([C:24]1[CH:29]=[CH:28][CH:27]=[C:26]([C:30]2[CH:31]=[N:32][C:33]([CH:36]([CH3:38])[CH3:37])=[CH:34][CH:35]=2)[CH:25]=1)=O)(C)(C)C.C(O)(C(F)(F)F)=O>C(Cl)Cl>[CH:36]([C:33]1[N:32]=[CH:31][C:30]([C:26]2[CH:25]=[C:24]([C:22]3[CH2:21][C:20](=[O:39])[NH:19][C:9]4[CH:10]=[C:11]([C:15]([F:18])([F:17])[F:16])[C:12]([CH3:14])=[CH:13][C:8]=4[N:7]=3)[CH:29]=[CH:28][CH:27]=2)=[CH:35][CH:34]=1)([CH3:38])[CH3:37]. Procedure details: The title compound was prepared from (2-{3-[3-(6-isopropyl-pyridin-3-yl)-phenyl]-3-oxo-propionylamino}-5-methyl-4-trifluoromethyl-phenyl)-carbamic acid tert-butyl ester (Example M162) (167 mg, 0.30 mmol) by treatment with TFA in CH2Cl2 according to the general procedure N. Obtained as an off-white solid (91 mg, 69%).